From a dataset of the Open Reaction Database (ORD), a public repository of structured organic reaction records. describe an organic reaction: reactants, conditions, products, and yield Starting materials: C1CCOC1, CS(=O)(=O)OS(C)(=O)=O, CC(C)N, CCN(C(C)C)C(C)C, ClC(Cl)Cl, O=C(CC(NS(=O)(=O)c1ccc2ccccc2c1)c1ccccc1)NC1CCOc2cc(CO)ccc21. Product: CC(C)NCc1ccc2c(c1)OCCC2NC(=O)CC(NS(=O)(=O)c1ccc2ccccc2c1)c1ccccc1. RXN SMILES: [CH2:60]1[O:61][CH2:62][CH2:63][CH2:64]1.[CH3:47][S:48]([O:49][S:50]([CH3:51])(=[O:52])=[O:53])(=[O:54])=[O:55].[CH3:56][CH:57]([CH3:58])[NH2:59].[CH:38]([N:39]([CH2:40][CH3:41])[CH:42]([CH3:43])[CH3:44])([CH3:45])[CH3:46].[Cl:65][CH:66]([Cl:67])[Cl:68].[OH:1][CH2:2][c:3]1[cH:4][cH:5][c:6]2[c:11]([cH:12]1)[O:10][CH2:9][CH2:8][CH:7]2[NH:13][C:14]([CH2:15][CH:16]([c:17]1[cH:18][cH:19][cH:20][cH:21][cH:22]1)[NH:23][S:24](=[O:25])(=[O:26])[c:27]1[cH:28][c:29]2[cH:30][cH:31][cH:32][cH:33][c:34]2[cH:35][cH:36]1)=[O:37]>>[CH2:2]([c:3]1[cH:4][cH:5][c:6]2[c:11]([cH:12]1)[O:10][CH2:9][CH2:8][CH:7]2[NH:13][C:14]([CH2:15][CH:16]([c:17]1[cH:18][cH:19][cH:20][cH:21][cH:22]1)[NH:23][S:24](=[O:25])(=[O:26])[c:27]1[cH:28][c:29]2[cH:30][cH:31][cH:32][cH:33][c:34]2[cH:35][cH:36]1)=[O:37])[NH:59][CH:57]([CH3:56])[CH3:58]. The reactants are FC1=C(C=CC=C1)[N+](=O)[O-] (2-fluoronitrobenzene), FC=1C=C(CN)C=C(C1OC)F (3,5-difluoro-4-methoxybenzylamine), C(C)(=O)[O-].[NH4+] (ammonium acetate), 1C. Product: FC=1C=C(CNC2=C(C=CC=C2)[N+](=O)[O-])C=C(C1OC)F (3,5-Difluoro-4-methoxybenzyl-2-nitroaniline). Isolated yield 100.0%. RXN SMILES: F[C:2]1[CH:7]=[CH:6][CH:5]=[CH:4][C:3]=1[N+:8]([O-:10])=[O:9].[F:11][C:12]1[CH:13]=[C:14]([CH:17]=[C:18]([F:22])[C:19]=1[O:20][CH3:21])[CH2:15][NH2:16].C([O-])(=O)C.[NH4+]>>[F:11][C:12]1[CH:13]=[C:14]([CH:17]=[C:18]([F:22])[C:19]=1[O:20][CH3:21])[CH2:15][NH:16][C:2]1[CH:7]=[CH:6][CH:5]=[CH:4][C:3]=1[N+:8]([O-:10])=[O:9] |f:2.3|. Procedure: A mixture of 2-fluoronitrobenzene (0.82 g, 5.8 mmole), 3,5-difluoro-4-methoxybenzylamine, (3.0 g, 17.3 mmole) and ammonium acetate (0.5 g) was reacted substantially as described in 1C above to yield 1.7 g, (100%) of the title compound as orange crystals. Starting materials: BrCCC (1-bromopropane), C1OC=2C=C(C=O)C=CC2O1 (3,4-methylenedioxybenzaldehyde), formula 2. Yields the product C1OC=2C=C(C=CC2O1)C(CCC)O (1-(3,4-methylenedioxyphenyl)-n-butanol), formula 3. Isolated yield 97.0%. RXN SMILES: [CH2:1]1[O:11][C:10]2[CH:9]=[CH:8][C:5]([CH:6]=[O:7])=[CH:4][C:3]=2[O:2]1.Br[CH2:13][CH2:14][CH3:15]>>[CH2:1]1[O:11][C:10]2[CH:9]=[CH:8][C:5]([CH:6]([OH:7])[CH2:13][CH2:14][CH3:15])=[CH:4][C:3]=2[O:2]1. Reported procedure: The title compound was prepared from 3,4-methylenedioxybenzaldehyde of formula 2 (7.5 g, 50 mmol) by subjecting it to Grignard's reaction with 1-bromopropane by the method described in example 1(i) to give 1-(3,4-methylenedioxyphenyl)-n-butanol of formula 3 (9.4 g, 97%). The secondary alcohol (7.8 g, 40 mmol) was subjected to Vilsmeier reaction with dimethyl formamide-phosphorous oxychloride as described in example 1 (ii) to furnish 2-formyl-1-(3,4-methylenedioxyphenyl)-1-butene (5.0 g, 67%). Th... Reactants: OC1=CC=C(C#N)C=C1 (4-hydroxybenzonitrile), BrCCCCl (1-bromo-3-chloropropane), C([O-])([O-])=O.[Cs+].[Cs+] (caesium carbonate). Run in C(C)#N (acetonitrile). Yields the product ClCCCOC1=CC=C(C#N)C=C1 (4-(3-Chloropropoxy)benzonitrile). As a reaction SMILES: [OH:1][C:2]1[CH:9]=[CH:8][C:5]([C:6]#[N:7])=[CH:4][CH:3]=1.Br[CH2:11][CH2:12][CH2:13][Cl:14].C(=O)([O-])[O-].[Cs+].[Cs+]>C(#N)C>[Cl:14][CH2:13][CH2:12][CH2:11][O:1][C:2]1[CH:9]=[CH:8][C:5]([C:6]#[N:7])=[CH:4][CH:3]=1 |f:2.3.4|. Procedure: A mixture of 0.47 g (0.004 mol) of 4-hydroxybenzonitrile, 0.63 g (0.004 mol) of 1-bromo-3-chloropropane and 1.95 g (0.006 mol) of caesium carbonate in 10 ml of acetonitrile is heated at reflux for 5 hours. Reactants: N1(C=NC=C1)C=1CCC=2C=CC(=CC2C1C)C(=O)O (5,6-dihydro-7(1H-imidazol-1-yl)-8-methyl-2-naphthalenecarboxylic acid), C(C)O (ethanol), Cl (hydrochloric acid). Reagents/catalysts: [Pd] (palladium on activated carbon). Solvent: C(C)(=O)O (acetic acid). Run at time 8 hour. Yields the product Cl.N1(C=NC=C1)C1CCC=2C=CC(=CC2C1C)C(=O)O (5,6,7,8-tetrahydro-7-(1H-imidazol-1-yl)-8-methyl-2-naphthalenecarboxylic acid hydrochloride). RXN SMILES: [N:1]1([C:6]2[CH2:7][CH2:8][C:9]3[CH:10]=[CH:11][C:12]([C:17]([OH:19])=[O:18])=[CH:13][C:14]=3[C:15]=2[CH3:16])[CH:5]=[CH:4][N:3]=[CH:2]1.C(O)C.[ClH:23]>[Pd].C(O)(=O)C>[ClH:23].[N:1]1([CH:6]2[CH:15]([CH3:16])[C:14]3[CH:13]=[C:12]([C:17]([OH:19])=[O:18])[CH:11]=[CH:10][C:9]=3[CH2:8][CH2:7]2)[CH:5]=[CH:4][N:3]=[CH:2]1 |f:5.6|. Reported procedure: A mixture of 5,6-dihydro-7(1H-imidazol-1-yl)-8-methyl-2-naphthalenecarboxylic acid (1.5 g), 10% palladium on activated carbon (0.65 g), ethanol 95% (100 ml), glacial acetic acid (30 ml) and concentrated hydrochloric acid (10 ml) is hydrogenated for 8 hours at room temperature in a Parr-Burgess low pressure apparatus at an initial pressure of 50 psi. At the end of this time the theoretical amount of hydrogen has been absorbed. The catalyst is filtered off, washed with 95% ethanol, and the solutio... The product is C1(=CC=CC=C1)COC=1C=C(C(=O)OC)C=C(C1)O[C@@H]1COCC1 (Methyl 3-[(phenylmethyl)oxy]-5-[(3S)-tetrahydrofuran-3-yloxy]benzoate). Reactants: OC=1C=C(C(=O)OC)C=C(C1)OCC1=CC=CC=C1 (methyl 3-hydroxy-5-{[phenylmethyl]oxy}benzoate), CC1=CC=C(C=C1)S(=O)(=O)O[C@H]1COCC1 ((3R)-tetrahydrofuran-3-yl 4-methylbenzenesulfonate), C([O-])([O-])=O.[K+].[K+] (potassium carbonate). Conditions: temperature 130 celsius. Run in C(CCC)#N (butyronitrile). As a reaction SMILES: [OH:1][C:2]1[CH:3]=[C:4]([CH:9]=[C:10]([O:12][CH2:13][C:14]2[CH:19]=[CH:18][CH:17]=[CH:16][CH:15]=2)[CH:11]=1)[C:5]([O:7][CH3:8])=[O:6].CC1C=CC(S(O[C@@H:31]2[CH2:35][CH2:34][O:33][CH2:32]2)(=O)=O)=CC=1.C(=O)([O-])[O-].[K+].[K+]>C(#N)CCC>[C:14]1([CH2:13][O:12][C:10]2[CH:9]=[C:4]([CH:3]=[C:2]([O:1][C@H:31]3[CH2:35][CH2:34][O:33][CH2:32]3)[CH:11]=2)[C:5]([O:7][CH3:8])=[O:6])[CH:19]=[CH:18][CH:17]=[CH:16][CH:15]=1 |f:2.3.4|. Isolated yield 84.1%. Procedure details: A mixture of methyl 3-hydroxy-5-{[phenylmethyl]oxy}benzoate (18.8 g, 72.75 mmol), (3R)-tetrahydrofuran-3-yl 4-methylbenzenesulfonate (18.5 g, 76.4 mmol) and potassium carbonate (20.08 g, 145.5 mmol) in butyronitrile (250 mL) was heated to 130° C. for 3 hours. The solvent was removed in vacuo and ethyl acetate added. The organics were washed with water (40 mL), 0.5M sodium hydroxide solution (40 mL), brine (40 mL), dried (MgSO4), filtered and the solvent removed in vacuo. The residue was chromato... The reactants are [N+](=O)([O-])C1=C(C=CC(=C1)[N+](=O)[O-])Cl (2,4-dinitrochlorobenzene), [OH-].[Na+] (sodium hydroxide), aqueous solution, CN (methylamine). The solvent is O (water). Run at temperature 70 celsius, time 1 hour. The product is 193, CNC1=C(C=C(C=C1)[N+](=O)[O-])[N+](=O)[O-] (N-methyl-2,4-dinitro-aniline). Isolated yield 97.8%. RXN SMILES: [N+:1]([C:4]1[CH:9]=[C:8]([N+:10]([O-:12])=[O:11])[CH:7]=[CH:6][C:5]=1Cl)([O-:3])=[O:2].[CH3:14][NH2:15].[OH-].[Na+]>O>[CH3:14][NH:15][C:5]1[CH:6]=[CH:7][C:8]([N+:10]([O-:12])=[O:11])=[CH:9][C:4]=1[N+:1]([O-:3])=[O:2] |f:2.3|. Procedure details: 203.5 Parts of 99.5% 2,4-dinitrochlorobenzene are effectively stirred in 390 parts of water. The beige-coloured suspension is heated to 70° C in the course of 35 minutes, and at aprox. 46° C becomes a light brown emulsion. Then 120 parts by volume of a 41% aqueous solution of methylamine are added dropwise at 85° C bath temperature in the course of half an hour. During the dropwise addition the temperature rises to 88° C. The emulsion solidifies slowly and a thick yellow crust forms on the wall ... The reactants are ClC1=C(C(=O)Cl)C=CC=N1 (2-chloronicotinoyl chloride), C(C)(C)(C)C1=C(C(=CC=C1)C(C)(C)C)O (2,6-di-tertiary butylphenol), stannic chloride. Solvent: ClC(C)Cl (dichloroethane), ClC(C)Cl (dichloroethane). Reaction conditions: time 50 minute. Product: ClC1=C(C(=O)C2=CC(=C(C(=C2)C(C)(C)C)O)C(C)(C)C)C=CC=N1 (4-(2-chloronicotinoyl)-2,6-di-tertiary butylphenol). Isolated yield 79.8%. RXN SMILES: [Cl:1][C:2]1[N:10]=[CH:9][CH:8]=[CH:7][C:3]=1[C:4](Cl)=[O:5].[C:11]([C:15]1[CH:20]=[CH:19][CH:18]=[C:17]([C:21]([CH3:24])([CH3:23])[CH3:22])[C:16]=1[OH:25])([CH3:14])([CH3:13])[CH3:12]>ClC(Cl)C>[Cl:1][C:2]1[N:10]=[CH:9][CH:8]=[CH:7][C:3]=1[C:4]([C:19]1[CH:18]=[C:17]([C:21]([CH3:22])([CH3:23])[CH3:24])[C:16]([OH:25])=[C:15]([C:11]([CH3:14])([CH3:13])[CH3:12])[CH:20]=1)=[O:5]. Procedure details: To a solution of 282 g of 2-chloronicotinoyl chloride and 400 g of 2,6-di-tertiary butylphenol in 1000 ml of dichloroethane under ice-cooling is added dropwise a solution of 500 g of anhydrous stannic chloride in 250 ml of dichloroethane with stirring over 50 minutes. The reaction temperature is kept below 5° C. during the addition. After completion of the addition, the mixture is stirred at room temperature for 1.5 hours. The resulting reaction mixture is poured into ice-cold water and stirred ... Starting materials: CCC(C)(C)Cc1cn(S(=O)(=O)N(C)C)c(C(O)Cc2ccc(Br)cc2)n1, CCN(CC)S(F)(F)F, ClCCl. The product is CCC(C)(C)Cc1cn(S(=O)(=O)N(C)C)c(C(F)Cc2ccc(Br)cc2)n1. Reaction SMILES: [Br:10][c:11]1[cH:12][cH:13][c:14]([CH2:17][CH:18]([OH:19])[c:20]2[n:21]([S:31](=[O:32])(=[O:33])[N:34]([CH3:35])[CH3:36])[cH:22][c:23]([CH2:25][C:26]([CH2:27][CH3:28])([CH3:29])[CH3:30])[n:24]2)[cH:15][cH:16]1.[CH2:1]([N:2]([S:3]([F:4])([F:5])[F:7])[CH2:6][CH3:8])[CH3:9].[CH2:37]([Cl:38])[Cl:39]>>[F:7][CH:18]([CH2:17][c:14]1[cH:13][cH:12][c:11]([Br:10])[cH:16][cH:15]1)[c:20]1[n:21]([S:31](=[O:32])(=[O:33])[N:34]([CH3:35])[CH3:36])[cH:22][c:23]([CH2:25][C:26]([CH2:27][CH3:28])([CH3:29])[CH3:30])[n:24]1. The reactants are [BH4-], CCO, COCOc1ccc(-c2c(CC=O)c3ccc(OCOC)cc3oc2=O)c(OCOC)c1, [Na+]. Yields the product COCOc1ccc(-c2c(CCO)c3ccc(OCOC)cc3oc2=O)c(OCOC)c1. Reaction SMILES: [BH4-:1].[CH3:35][CH2:36][OH:37].[CH3:3][O:4][CH2:5][O:6][c:7]1[c:8](-[c:17]2[c:18](=[O:34])[o:19][c:20]3[cH:21][c:22]([O:30][CH2:31][O:32][CH3:33])[cH:23][cH:24][c:25]3[c:26]2[CH2:27][CH:28]=[O:29])[cH:9][cH:10][c:11]([O:13][CH2:14][O:15][CH3:16])[cH:12]1.[Na+:2]>>[CH3:3][O:4][CH2:5][O:6][c:7]1[c:8](-[c:17]2[c:18](=[O:34])[o:19][c:20]3[cH:21][c:22]([O:30][CH2:31][O:32][CH3:33])[cH:23][cH:24][c:25]3[c:26]2[CH2:27][CH2:28][OH:29])[cH:9][cH:10][c:11]([O:13][CH2:14][O:15][CH3:16])[cH:12]1.